Dataset: the Open Reaction Database (ORD), a public repository of structured organic reaction records. Task: describe an organic reaction: reactants, conditions, products, and yield Reactants: C(C)C1=C(NC2=CC(=CC=C12)C(=O)OC)C(CC)=O (methyl 3-ethyl-2-propionylindole-6-carboxylate), ClC1=C(CBr)C=CC=C1 (2-chlorobenzyl bromide). Yields the product ClC1=C(CN2C(=C(C3=CC=C(C=C23)C(=O)OC)CC)C(CC)=O)C=CC=C1 (Methyl 1-(2-chlorobenzyl)-3-ethyl-2-propionylindole-6-carboxylate). RXN SMILES: [CH2:1]([C:3]1[C:11]2[C:6](=[CH:7][C:8]([C:12]([O:14][CH3:15])=[O:13])=[CH:9][CH:10]=2)[NH:5][C:4]=1[C:16](=[O:19])[CH2:17][CH3:18])[CH3:2].[Cl:20][C:21]1[CH:28]=[CH:27][CH:26]=[CH:25][C:22]=1[CH2:23]Br>>[Cl:20][C:21]1[CH:28]=[CH:27][CH:26]=[CH:25][C:22]=1[CH2:23][N:5]1[C:6]2[C:11](=[CH:10][CH:9]=[C:8]([C:12]([O:14][CH3:15])=[O:13])[CH:7]=2)[C:3]([CH2:1][CH3:2])=[C:4]1[C:16](=[O:19])[CH2:17][CH3:18]. Reported procedure: Methyl 1-(2-chlorobenzyl)-3-ethyl-2-propionylindole-6-carboxylate (66 mg) was prepared from methyl 3-ethyl-2-propionylindole-6-carboxylate (88 mg) and 2-chlorobenzyl bromide (0.051 ml) in a similar manner to that of Example 1. The reactants are O=C(CBr)OCc1ccccc1, O=C([O-])[O-], CCCCOC(=O)N1CCN(C(=O)C(CCC(=O)OC(C)(C)C)NC(=O)c2cc(O)n(-c3ccccc3)n2)CC1, CCOC(C)=O, [Cs+], [Cs+], CN(C)C=O. Yields the product CCCCOC(=O)N1CCN(C(=O)C(CCC(=O)OC(C)(C)C)NC(=O)c2cc(OCC(=O)OCc3ccccc3)n(-c3ccccc3)n2)CC1. Reaction SMILES: [Br:41][CH2:42][C:43](=[O:44])[O:45][CH2:46][c:47]1[cH:48][cH:49][cH:50][cH:51][cH:52]1.[C:53](=[O:54])([O-:55])[O-:56].[CH2:1]([CH2:2][CH2:3][CH3:4])[O:5][C:6](=[O:7])[N:8]1[CH2:9][CH2:10][N:11]([C:14]([CH:15]([CH2:16][CH2:17][C:18](=[O:19])[O:20][C:21]([CH3:22])([CH3:23])[CH3:24])[NH:25][C:26](=[O:27])[c:28]2[n:29][n:30](-[c:34]3[cH:35][cH:36][cH:37][cH:38][cH:39]3)[c:31]([OH:33])[cH:32]2)=[O:40])[CH2:12][CH2:13]1.[CH3:64][CH2:65][O:66][C:67](=[O:68])[CH3:69].[Cs+:57].[Cs+:58].[O:59]=[CH:60][N:61]([CH3:62])[CH3:63]>>[CH2:1]([CH2:2][CH2:3][CH3:4])[O:5][C:6](=[O:7])[N:8]1[CH2:9][CH2:10][N:11]([C:14]([CH:15]([CH2:16][CH2:17][C:18](=[O:19])[O:20][C:21]([CH3:22])([CH3:23])[CH3:24])[NH:25][C:26](=[O:27])[c:28]2[n:29][n:30](-[c:34]3[cH:35][cH:36][cH:37][cH:38][cH:39]3)[c:31]([O:33][CH2:42][C:43](=[O:44])[O:45][CH2:46][c:47]3[cH:48][cH:49][cH:50][cH:51][cH:52]3)[cH:32]2)=[O:40])[CH2:12][CH2:13]1. The reactants are COC=1C=C(C=CC1)[C@@H](C[C@@H]1N(CCC1)C)O ((R*,R*)-1-(3-methoxyphenyl)-2-(1-methyl-2-pyrrolidinyl)-ethanol), C(C)(=O)OC(C)=O (acetic acid anhydride). Yields the product COC=1C=C(C=CC1)[C@@H](C[C@@H]1N(CCC1)C)OC(C)=O ((R*,R*)-acetic acid-[1-(3-methoxyphenyl)-2-(1-methyl-2-pyrrolidinyl)-ethyl]-ester). As a reaction SMILES: [CH3:1][O:2][C:3]1[CH:4]=[C:5]([C@H:9]([OH:17])[CH2:10][C@H:11]2[CH2:15][CH2:14][CH2:13][N:12]2[CH3:16])[CH:6]=[CH:7][CH:8]=1.[C:18](OC(=O)C)(=[O:20])[CH3:19]>>[CH3:1][O:2][C:3]1[CH:4]=[C:5]([C@H:9]([O:17][C:18](=[O:20])[CH3:19])[CH2:10][C@H:11]2[CH2:15][CH2:14][CH2:13][N:12]2[CH3:16])[CH:6]=[CH:7][CH:8]=1. Procedure: According to the method of working described in Example 28, from 3.0 g of (R*,R*)-1-(3-methoxyphenyl)-2-(1-methyl-2-pyrrolidinyl)-ethanol and 30 ml of acetic acid anhydride there are obtained 1.56 g of the title compound as tough, colourless oil of b.p. 130° at 0.008 mm Hg. The reactants are ClCC#N (Chloroacetonitrile), ClC1=C(N)C=CC(=C1)Cl (2,4-dichloroaniline), O (water). The solvent is C(Cl)Cl (CH2Cl2). Run at time 1 hour. Product: ClC1=C(NCC#N)C=CC(=C1)Cl (2,4-dichloroanilinoacetonitrile). As a reaction SMILES: Cl[CH2:2][C:3]#[N:4].[Cl:5][C:6]1[CH:12]=[C:11]([Cl:13])[CH:10]=[CH:9][C:7]=1[NH2:8].O>C(Cl)Cl>[Cl:5][C:6]1[CH:12]=[C:11]([Cl:13])[CH:10]=[CH:9][C:7]=1[NH:8][CH2:2][C:3]#[N:4]. Reported procedure: Chloroacetonitrile (40 ml) and 2,4-dichloroaniline (81.0 g) were heated with stirring in a 250 ml round-bottomed three-necked flask at 120°-125° C. for 1.0 hour and then for approximately 1 hour at 140°-145° C. The reaction mixture was cooled, diluted with CH2Cl2, and then placed in a separatory funnel and water added. Shaking the mixture resulted in crystal formation. The mixture was filtered and 39.2 g of 2,4-dichloroaniline hydrochloride removed. The CH2Cl2 layer was then separated from the f... The reactants are [S-]C#N.[K+] (potassium thiocyanate), CC=1C=CC=CC1C (o-xylene), F (hydrofluoric acid). Conditions: time 10 hour. The product is CC=1C=C(C(=S)N)C=CC1C (3,4-dimethyl-thiobenzamide). As a reaction SMILES: [S-:1][C:2]#[N:3].[K+].[CH3:5][C:6]1[CH:7]=[CH:8][CH:9]=[CH:10][C:11]=1[CH3:12].F>>[CH3:5][C:6]1[CH:7]=[C:8]([CH:9]=[CH:10][C:11]=1[CH3:12])[C:2]([NH2:3])=[S:1] |f:0.1|. Procedure: At a temperature as indicated in Example 1, 59 g of potassium thiocyanate (0.6 mol) and 79.5 g of o-xylene (0.75 mol) are stirred with 0.5 l of 98% hydrofluoric acid. and the mixture is then stirred for 10 hours at room temperature. Subsequently, the batch is poured onto ice, the precipitated product is suction-filtered after having been stirred for one-half hour, and the greater part of the non-reacted o-xylene (15 g) is separated from the still moist filter cake by steam distillation. The dist... Starting materials: C(CCC)[Li] (Butyllithium), S1C2=C(C=C1)C(=CC=C2)C(=O)O (benzo[b]thiophene-4-carboxylic acid), BrC=1C=NC(=NC1)Cl (5-bromo-2-chloropyrimidine), ClC=1C(C(=C(C(C1Cl)=O)C#N)C#N)=O (2,3-dichloro-5,6-dicyano-1,4-benzoquinone), resultant mixture, Cl (HCl). The solvent is C1CCOC1 (THF), C1CCOC1 (THF), C(C)(=O)O (Acetic acid), C1CCOC1 (THF). Conditions: temperature -78 celsius, time 45 minute. Yields the product BrC=1C(=NC(=NC1)Cl)C1=CC2=C(S1)C=CC=C2C(=O)O (2-(5-bromo-2-chloropyrimidin-4-yl)-benzo[b]thiophene-4-carboxylic acid). Yield: 42.0%. As a reaction SMILES: C([Li])CCC.[S:6]1[CH:10]=[CH:9][C:8]2[C:11]([C:15]([OH:17])=[O:16])=[CH:12][CH:13]=[CH:14][C:7]1=2.[Br:18][C:19]1[CH:20]=[N:21][C:22]([Cl:25])=[N:23][CH:24]=1.ClC1C(=O)C(C#N)=C(C#N)C(=O)C=1Cl.Cl>C1COCC1.C(O)(=O)C>[Br:18][C:19]1[C:20]([C:10]2[S:6][C:7]3[CH:14]=[CH:13][CH:12]=[C:11]([C:15]([OH:17])=[O:16])[C:8]=3[CH:9]=2)=[N:21][C:22]([Cl:25])=[N:23][CH:24]=1. Procedure details: Butyllithium (2.5 M in hexane, 14.1 mL) is added dropwise to a stirred solution of benzo[b]thiophene-4-carboxylic acid (3.00 g, 16.8 mmol) in anhydrous THF (50 mL) at −78° C. under nitrogen. The resultant mixture is allowed to stir for 45 minutes at −78° C. before it is added, via cannula, to a stirred cold solution of 5-bromo-2-chloropyrimidine (3.26 g, 16.8 mmol) in anhydrous THF (50 mL) at −30° C. Upon the completion of the addition, the reaction mixture is stirred for 30 minutes at −30° C., ... Starting materials: C([O-])(O)=O.[Na+] (sodium bicarbonate), CCOCC (ether), Cl (hydrogen chloride), C(#N)N=C(CC#N)OC (methyl N-cyanocyanoacetimidate). The solvent is C(C)(=O)O (acetic acid), O (water). Product: ClC1=NC(=CC(=N1)OC)N (2-chloro-4-methoxy-6-aminopyrimidine). The yield is 83.1%. As a reaction SMILES: [C:1]([N:3]=[C:4]([O:8][CH3:9])[CH2:5][C:6]#[N:7])#[N:2].CCOCC.[ClH:15].C(=O)(O)[O-].[Na+]>C(O)(=O)C.O>[Cl:15][C:1]1[N:3]=[C:4]([O:8][CH3:9])[CH:5]=[C:6]([NH2:7])[N:2]=1 |f:3.4|. Reported procedure: After 1.23 g of methyl N-cyanocyanoacetimidate was dissolved in 10 ml of glacial acetic acid, 10.7 g of a 20% ether solution of hydrogen chloride was added dropwise at 15°-25°C to the solution. Then, the solution was made to react for 6 hours at room temperature. After the reaction, the solvent was distilled off to give a residue. The residue was dissolved in 10 ml of water and the solution was neutralized with sodium bicarbonate solution to give precipitates. Then, the precipitates were collect... Starting materials: C(=O)([O-])[O-].[K+].[K+] (K2CO3), n-bromopropane, CC=1NC(=C(C(C1C(=O)OC)C1=CC(=CC=C1)[N+](=O)[O-])C(=O)OCCCOC1=CC=C(C=C1)CCO)C (2,6-dimethyl-3-carbomethoxy-4-(3-nitrophenyl)-5-(3-[4-(2-hydroxyethyl)phenoxy]propoxycarbonyl)-1,4-dihydropyridine), CC(=O)C (acetone). Yields the product CC=1NC(=C(C(C1C(=O)OC)C1=CC(=CC=C1)[N+](=O)[O-])C(=O)OCCCOC1=CC=C(C=C1)CCOCCC)C (2,6-dimethyl-3-methoxycarbonyl-4-(3-nitrophenyl)-5-(3-[4-(2-propoxyethyl)phenoxy]propoxycarbonyl)-1,4-dihydropyridine). Reaction SMILES: [CH3:1][C:2]1[NH:3][C:4]([CH3:37])=[C:5]([C:21]([O:23][CH2:24][CH2:25][CH2:26][O:27][C:28]2[CH:33]=[CH:32][C:31]([CH2:34][CH2:35][OH:36])=[CH:30][CH:29]=2)=[O:22])[CH:6]([C:12]2[CH:17]=[CH:16][CH:15]=[C:14]([N+:18]([O-:20])=[O:19])[CH:13]=2)[C:7]=1[C:8]([O:10][CH3:11])=[O:9].C([O-])([O-])=O.[K+].[K+].[CH3:44][C:45]([CH3:47])=O>>[CH3:1][C:2]1[NH:3][C:4]([CH3:37])=[C:5]([C:21]([O:23][CH2:24][CH2:25][CH2:26][O:27][C:28]2[CH:29]=[CH:30][C:31]([CH2:34][CH2:35][O:36][CH2:44][CH2:45][CH3:47])=[CH:32][CH:33]=2)=[O:22])[CH:6]([C:12]2[CH:17]=[CH:16][CH:15]=[C:14]([N+:18]([O-:20])=[O:19])[CH:13]=2)[C:7]=1[C:8]([O:10][CH3:11])=[O:9] |f:1.2.3|. Procedure: A solution of 2,6-dimethyl-3-carbomethoxy-4-(3-nitrophenyl)-5-(3-[4-(2-hydroxyethyl)phenoxy]propoxycarbonyl)-1,4-dihydropyridine (125 g, 0.252 moles) in acetone (700 mL) is stirred at reflux for 8 hours with K2CO3 (48 g, 0.35 mol) and n-bromopropane (61.5 g, 0.5 mol). After evaporation of the solvent, the crude product is purified by flash chromatography (solvent=93:7 CH2Cl2 :acetone) to yield 2,6-dimethyl-3-methoxycarbonyl-4-(3-nitrophenyl)-5-(3-[4-(2-propoxyethyl)phenoxy]propoxycarbonyl)-1,4-d...